This data is from the Open Reaction Database (ORD), a public repository of structured organic reaction records. The task is: describe an organic reaction: reactants, conditions, products, and yield Starting materials: Cl.CN1C(=CC(=C1)NC(=O)C=1N(C=C(C1)NC(=O)C=1N(C=C(C1)NC(=O)C=1N(C2=CC=C(C=C2C1)NC(C(=C)Br)=O)C)C)C)C(=O)NCCC(=N)N (3-[1-methyl-4[1-methyl-4[1-methyl-4[1-methyl-5(α-bromoacrylamido) indole-2-carboxamido]pyrrole-2-carboxamido]pyrrole-2-carboxamido]pyrrole-2-carboxamido]propionamidine hydrochloride), C([O-])([O-])=O.[K+].[K+] (potassium carbonate), C1(CCC(=O)O1)=O (succinic anhydride). Solvent: CN(C)C=O (DMF). Reaction conditions: temperature 60 celsius. Product: CN1C(=CC(=C1)NC(=O)C=1N(C=C(C1)NC(=O)C=1N(C=C(C1)NC(=O)C=1N(C2=CC=C(C=C2C1)NC(C(=C)Br)=O)C)C)C)C(=O)NCCC#N (3-[1-Methyl-4[1-methyl-4[1-methyl-4[1-methyl-5(α-bromoacrylamido)indole-2-carboxamido]pyrrole-2-carboxamido]pyrrole-2-carboxamido]pyrrole-2-carboxamido]propionitrile). Isolated yield 71.5%. As a reaction SMILES: Cl.[CH3:2][N:3]1[CH:7]=[C:6]([NH:8][C:9]([C:11]2[N:12]([CH3:44])[CH:13]=[C:14]([NH:16][C:17]([C:19]3[N:20]([CH3:43])[CH:21]=[C:22]([NH:24][C:25]([C:27]4[N:28]([CH3:42])[C:29]5[C:34]([CH:35]=4)=[CH:33][C:32]([NH:36][C:37](=[O:41])[C:38]([Br:40])=[CH2:39])=[CH:31][CH:30]=5)=[O:26])[CH:23]=3)=[O:18])[CH:15]=2)=[O:10])[CH:5]=[C:4]1[C:45]([NH:47][CH2:48][CH2:49][C:50](N)=[NH:51])=[O:46].C(=O)([O-])[O-].[K+].[K+].C1(=O)OC(=O)CC1>CN(C=O)C>[CH3:2][N:3]1[CH:7]=[C:6]([NH:8][C:9]([C:11]2[N:12]([CH3:44])[CH:13]=[C:14]([NH:16][C:17]([C:19]3[N:20]([CH3:43])[CH:21]=[C:22]([NH:24][C:25]([C:27]4[N:28]([CH3:42])[C:29]5[C:34]([CH:35]=4)=[CH:33][C:32]([NH:36][C:37](=[O:41])[C:38]([Br:40])=[CH2:39])=[CH:31][CH:30]=5)=[O:26])[CH:23]=3)=[O:18])[CH:15]=2)=[O:10])[CH:5]=[C:4]1[C:45]([NH:47][CH2:48][CH2:49][C:50]#[N:51])=[O:46] |f:0.1,2.3.4|. Procedure details: To a solution of 150 mg of 3-[1-methyl-4[1-methyl-4[1-methyl-4[1-methyl-5(α-bromoacrylamido) indole-2-carboxamido]pyrrole-2-carboxamido]pyrrole-2-carboxamido]pyrrole-2-carboxamido]propionamidine hydrochloride, prepared as described in step I as above, in 10 ml DMF were added 25 mg of potassium carbonate and 20 mg of succinic anhydride. The mixture was heated at 60° C. for 4 hours. The solvent evaporated under vacuum and the crude residue purified by flash chromatography (methylene chloride/metha... Starting materials: solution, ClC1=CC(=CC=C1)C(=O)OO (m-chloroperbenzoic acid), CC1(C(C(C2=CC=3NC(=NC3C=C12)SCC1=NC=CC=C1)(C)C)=O)C (5,7-dihydro-5,5,7,7-tetramethyl-2-[(2-pyridylmethyl)thio]indeno(5,6-d)-imidazol-6(1H)-one). The solvent is C(Cl)Cl (methylene chloride), C(C)(=O)OCC (ethyl acetate), C(Cl)Cl (methylene chloride). Conditions: time 3 hour. Yields the product CC1(C(C(C2=CC=3NC(=NC3C=C12)S(=O)CC1=NC=CC=C1)(C)C)=O)C (5,7-dihydro-5,5,7,7-tetramethyl-2-[(2-pyridylmethyl)sulfinyl]indeno(5,6-d)imidazol-6(1H)-one). Isolated yield 42.3%. Reaction SMILES: ClC1C=CC=C(C(OO)=[O:9])C=1.[CH3:12][C:13]1([CH3:36])[C:24]2[C:16](=[CH:17][C:18]3[NH:19][C:20]([S:25][CH2:26][C:27]4[CH:32]=[CH:31][CH:30]=[CH:29][N:28]=4)=[N:21][C:22]=3[CH:23]=2)[C:15]([CH3:34])([CH3:33])[C:14]1=[O:35]>C(OCC)(=O)C.C(Cl)Cl>[CH3:12][C:13]1([CH3:36])[C:24]2[C:16](=[CH:17][C:18]3[NH:19][C:20]([S:25]([CH2:26][C:27]4[CH:32]=[CH:31][CH:30]=[CH:29][N:28]=4)=[O:9])=[N:21][C:22]=3[CH:23]=2)[C:15]([CH3:34])([CH3:33])[C:14]1=[O:35]. Procedure: 31 ml of a 10% solution of m-chloroperbenzoic acid in ethyl acetate were added dropwise with intensive stirring at 0°-5° C. to 6.16 g of 5,7-dihydro-5,5,7,7-tetramethyl-2-[(2-pyridylmethyl)thio]indeno(5,6-d)-imidazol-6(1H)-one, dissolved in 100 ml of methylene chloride, in a 250 ml sulfonation flask equipped with stirrer, thermometer, dropping funnel and calcium chloride tube. After stirring at 0°-5° C. for 3 hours, the mixture was poured into 1 l of methylene chloride, it was washed twice with ... The reactants are ClC1=CC(=C(C=C1C=1C=NC(=CC1C#N)C(F)(F)F)S(=O)(=O)Cl)OC (4-chloro-5-(4-cyano-6-trifluoromethyl-pyridin-3-yl)-2-methoxy-benzenesulfonyl chloride), N1=CC=CC=C1 (pyridine), Cl (HCl), CNC1=CC=CC=C1 (N-methylaniline). Run in ClCCl (dichloromethane). Run at time 16 hour. Yields the product ClC1=CC(=C(C=C1C=1C=NC(=CC1C#N)C(F)(F)F)S(=O)(=O)N(C1=CC=CC=C1)C)OC (4-chloro-5-(4-cyano-6-trifluoromethyl-pyridin-3-yl)-2-methoxy-N-methyl-N-phenyl-benzenesulfonamide). Yield: 93.4%. As a reaction SMILES: [Cl:1][C:2]1[C:7]([C:8]2[CH:9]=[N:10][C:11]([C:16]([F:19])([F:18])[F:17])=[CH:12][C:13]=2[C:14]#[N:15])=[CH:6][C:5]([S:20](Cl)(=[O:22])=[O:21])=[C:4]([O:24][CH3:25])[CH:3]=1.N1C=CC=CC=1.[CH3:32][NH:33][C:34]1[CH:39]=[CH:38][CH:37]=[CH:36][CH:35]=1.Cl>ClCCl>[Cl:1][C:2]1[C:7]([C:8]2[CH:9]=[N:10][C:11]([C:16]([F:19])([F:18])[F:17])=[CH:12][C:13]=2[C:14]#[N:15])=[CH:6][C:5]([S:20]([N:33]([CH3:32])[C:34]2[CH:39]=[CH:38][CH:37]=[CH:36][CH:35]=2)(=[O:22])=[O:21])=[C:4]([O:24][CH3:25])[CH:3]=1. Procedure details: To 4-chloro-5-(4-cyano-6-trifluoromethyl-pyridin-3-yl)-2-methoxy-benzenesulfonyl chloride (100 mg, 0.24 mmol) in dichloromethane (3 mL), was added pyridine (0.04 mL, 0.48 mmol), followed by addition of N-methylaniline (0.05 mL, 0.48 mmol). The mixture was stirred at r.t. for 16 hrs, then poured into 1 N HCl solution (10 mL). The product was extracted with ethyl acetate and the organic layer was washed with 1N HCl and water, then was dried over MgSO4. Concentration gave 4-chloro-5-(4-cyano-6-trif... Reactants: ClC=1C=C(C(=O)NC2CCN(CC2)C)C=CC1[N+](=O)[O-] (3-chloro-N-(1-methyl-4-piperidyl)-4-nitro-benzamide), ClC=1C=C(C(=O)NC2CCN(CC2)C)C=CC1[N+](=O)[O-] (3-chloro-N-(1-methyl-4-piperidyl)-4-nitro-benzamide), 298K, CCO (EtOH). The reagents and catalysts are [Pt] (Pt/C). Run in C(Cl)Cl (DCM). The product is NC1=C(C=C(C(=O)NC2CCN(CC2)C)C=C1)Cl (4-amino-3-chloro-N-(1-methyl-4-piperidyl)benzamide). The yield is 100.8%. As a reaction SMILES: [Cl:1][C:2]1[CH:3]=[C:4]([CH:15]=[CH:16][C:17]=1[N+:18]([O-])=O)[C:5]([NH:7][CH:8]1[CH2:13][CH2:12][N:11]([CH3:14])[CH2:10][CH2:9]1)=[O:6].CCO>[Pt].C(Cl)Cl>[NH2:18][C:17]1[CH:16]=[CH:15][C:4]([C:5]([NH:7][CH:8]2[CH2:9][CH2:10][N:11]([CH3:14])[CH2:12][CH2:13]2)=[O:6])=[CH:3][C:2]=1[Cl:1]. Procedure details: 3-chloro-N-(1-methyl-4-piperidyl)-4-nitro-benzamide (Intermediate 56; 1.8 g, 6 mmol) hydrogenated over 2 hours with agitation at 298K and pressure of 5 bar using a 5% Pt/C catalyst and EtOH (50 mL) solvent. The catalyst was filtered and the filtrate concentrated to give a yellow crystalline solid which was dissolved in DCM and purified by column chromatography (5% MeOH/DCM) to give the title compound as a pale yellow crystalline solid (1.62 g, 100%)